Dataset: the Open Reaction Database (ORD), a public repository of structured organic reaction records. Task: describe an organic reaction: reactants, conditions, products, and yield Starting materials: IC=1C(=CC2=C(OCO2)C1)SC=1NC2=NC=NC(=C2N1)N (8-((6-iodobenzo[d][1,3]dioxol-5-yl)thio)-9H-purin-6-amine), BrCCNS(=O)(=O)C (N-(2-bromoethyl)methanesulfonamide), C(=O)([O-])[O-].[Cs+].[Cs+] (Cs2CO3). The solvent is CN(C)C=O (DMF). Reaction conditions: temperature 25 celsius, time 3 hour. Product: NC1=C2N=C(N(C2=NC=N1)CCNS(=O)(=O)C)SC1=CC2=C(OCO2)C=C1I (N-(2-(6-amino-8-(6-iodo-benzo[1,3]dioxol-5-ylsulfanyl)-purin-9-yl)-ethyl)-methanesulfonamide). Isolated yield 27.3%. RXN SMILES: [I:1][C:2]1[C:3]([S:11][C:12]2[NH:13][C:14]3[C:19]([N:20]=2)=[C:18]([NH2:21])[N:17]=[CH:16][N:15]=3)=[CH:4][C:5]2[O:9][CH2:8][O:7][C:6]=2[CH:10]=1.Br[CH2:23][CH2:24][NH:25][S:26]([CH3:29])(=[O:28])=[O:27].C([O-])([O-])=O.[Cs+].[Cs+]>CN(C=O)C>[NH2:21][C:18]1[N:17]=[CH:16][N:15]=[C:14]2[C:19]=1[N:20]=[C:12]([S:11][C:3]1[C:2]([I:1])=[CH:10][C:6]3[O:7][CH2:8][O:9][C:5]=3[CH:4]=1)[N:13]2[CH2:23][CH2:24][NH:25][S:26]([CH3:29])(=[O:28])=[O:27] |f:2.3.4|. Procedure: To a solution of 8-((6-iodobenzo[d][1,3]dioxol-5-yl)thio)-9H-purin-6-amine (100 mg, 0.24 mmol) in 5 mL of dry DMF was added N-(2-bromoethyl)methanesulfonamide (150 mg, 0.7 mmol) and Cs2CO3 (150 mg, 0.46 mmol). The resulting mixture was stirred at a temperature of about 25° C. for 3 hrs, condensed under reduced pressure and purified by flash chromatography to provide compound WS35 as white solid (35 mg, 27% yield).